Task: describe an organic reaction: reactants, conditions, products, and yield. Dataset: the Open Reaction Database (ORD), a public repository of structured organic reaction records Reactants: ClC=1C=C(C=CC1OCC(=O)O)C=1CCC(NN1)=O (6-[3-chloro-4-(carboxymethoxy)phenyl]-4,5-dihydro-3(2H)-pyridazinone), Cl (hydrochloric acid), [N+](=O)([O-])C=1C=C(C=CC1)S(=O)(=O)[O-].[Na+] (sodium m-nitrobenzenesulfonate), 1a. The solvent is [OH-].[Na+] (sodium hydroxide). Conditions: temperature 120 celsius, time 2 hour. Product: ClC=1C=C(C=CC1OCC(=O)O)C=1C=CC(NN1)=O (6-[3-Chloro-4-(carboxymethoxy)phenyl]-3(2H)-pyridazinone). Yield: 63.3%. Reaction SMILES: [Cl:1][C:2]1[CH:3]=[C:4]([C:13]2[CH2:14][CH2:15][C:16](=[O:19])[NH:17][N:18]=2)[CH:5]=[CH:6][C:7]=1[O:8][CH2:9][C:10]([OH:12])=[O:11].[N+](C1C=C(S([O-])(=O)=O)C=CC=1)([O-])=O.[Na+].Cl>[OH-].[Na+]>[Cl:1][C:2]1[CH:3]=[C:4]([C:13]2[CH:14]=[CH:15][C:16](=[O:19])[NH:17][N:18]=2)[CH:5]=[CH:6][C:7]=1[O:8][CH2:9][C:10]([OH:12])=[O:11] |f:1.2,4.5|. Reported procedure: 1.91 g of 6-[3-chloro-4-(carboxymethoxy)phenyl]-4,5-dihydro-3(2H)-pyridazinone (Compound No. 1a, prepared as described in Example 2) was dissolved in 55 ml of a 2% w/v aqueous sodium hydroxide solution, and 1.6 g of sodium m-nitrobenzenesulfonate was added thereto. The mixture was heated, with stirring, over an oil bath at 120° C. for 2 hours. The mixture was then cooled to room temperature and then acidified with 6N hydrochloric acid to a pH value of 2-3. The resulting precipitate was collected... Starting materials: ClCCl, CC(=O)OC(C)=O, CS(=O)(=O)c1ccc(Oc2cc3nc(-c4ccccn4)[nH]c3cc2C2CCCN2)cc1. Yields the product CC(=O)N1CCCC1c1cc2[nH]c(-c3ccccn3)nc2cc1Oc1ccc(S(C)(=O)=O)cc1. RXN SMILES: [CH2:39]([Cl:40])[Cl:41].[CH3:1][C:2](=[O:3])[O:4][C:5](=[O:6])[CH3:7].[CH3:8][S:9](=[O:10])(=[O:11])[c:12]1[cH:13][cH:14][c:15]([O:16][c:17]2[cH:18][c:19]3[c:20]([nH:21][c:22](-[c:24]4[n:25][cH:26][cH:27][cH:28][cH:29]4)[n:23]3)[cH:30][c:31]2[CH:32]2[NH:33][CH2:34][CH2:35][CH2:36]2)[cH:37][cH:38]1>>[CH3:1][C:2](=[O:3])[N:33]1[CH:32]([c:31]2[c:17]([O:16][c:15]3[cH:14][cH:13][c:12]([S:9]([CH3:8])(=[O:10])=[O:11])[cH:38][cH:37]3)[cH:18][c:19]3[c:20]([nH:21][c:22](-[c:24]4[n:25][cH:26][cH:27][cH:28][cH:29]4)[n:23]3)[cH:30]2)[CH2:36][CH2:35][CH2:34]1. The reactants are C(C)(=O)N[C@@H](CC1=CC=CC=C1)C(=O)O (N-acetylphenylalanine), O1CC1 (oxirane), amide. Yields the product C1C(C2=CC=CC=C2)O1 (styrene oxide), C(C)(=O)N (acetamide). Procedure details: According to the process of this invention described hereinabove, the N-acyl-α-amino acid of formula (I) can be produced in good yields in one step from the oxirane (II) and the amide compound (III) with great industrial advantage. For example, according to the process of this invention, N-acetylphenylalanine can be obtained in a yield of as high as 72 to 98% from styrene oxide and acetamide as will be seen from Examples given hereinafter. RXN SMILES: [O:1]1[CH2:3][CH2:2]1.[C:4]([NH:7][C@H](C(O)=O)C[C:10]1[CH:15]=[CH:14][CH:13]=[CH:12][CH:11]=1)(=[O:6])[CH3:5]>>[CH2:3]1[O:1][CH:2]1[C:10]1[CH:15]=[CH:14][CH:13]=[CH:12][CH:11]=1.[C:4]([NH2:7])(=[O:6])[CH3:5]. The reactants are ClCC1=NC2=CC3=C(C=C2C(=N1)C1=CC2=C(C=C1)OCO2)OCO3 (2-chloromethyl-6,7-methylenedioxy-4-(3,4-methylenedioxy-phenyl)quinazoline), N1CCNCC1 (piperazine). The solvent is CCO (EtOH). Run at time 15 hour. Product: C1OC=2C=C3C(=NC(=NC3=CC2O1)CN1CCNCC1)C1=CC2=C(C=C1)OCO2 (6,7-Methylenedioxy-2-(piperazin-1-yl)methyl-4-(3,4-methylenedioxyphenyl)quinazoline). The yield is 62.9%. As a reaction SMILES: Cl[CH2:2][C:3]1[N:12]=[C:11]([C:13]2[CH:18]=[CH:17][C:16]3[O:19][CH2:20][O:21][C:15]=3[CH:14]=2)[C:10]2[C:5](=[CH:6][C:7]3[O:24][CH2:23][O:22][C:8]=3[CH:9]=2)[N:4]=1.[NH:25]1[CH2:30][CH2:29][NH:28][CH2:27][CH2:26]1>CCO>[CH2:23]1[O:24][C:7]2[CH:6]=[C:5]3[C:10]([C:11]([C:13]4[CH:18]=[CH:17][C:16]5[O:19][CH2:20][O:21][C:15]=5[CH:14]=4)=[N:12][C:3]([CH2:2][N:25]4[CH2:30][CH2:29][NH:28][CH2:27][CH2:26]4)=[N:4]3)=[CH:9][C:8]=2[O:22]1. Procedure details: A suspension of 2-chloromethyl-6,7-methylenedioxy-4-(3,4-methylenedioxy-phenyl)quinazoline (96 mg, 0.3 mmol) in EtOH (9 mL) was treated with piperazine (860 mg, 10 mmol). The mixture was stirred at rt for 15 h, then it was poured into ice cold dilute NaHCO3 solution. On standing at rt for 72 h the title compound was crystallized out as colorless plates. It was collected by, filtration, washed with water, and dried to give 74 mg of solid; mp 73-76° C. 1H NMR (CDCl3) 7.37 (d, J=8.4, 1H), 7.16-7.24... RXN SMILES: [C:17](=[O:18])([O-:19])[O-:20].[CH3:25][C:26]#[N:27].[Cs+:21].[Cs+:22].[I:23][CH3:24].[OH:1][c:2]1[c:3]([C:9](=[O:10])[c:11]2[cH:12][cH:13][cH:14][cH:15][cH:16]2)[cH:4][cH:5][c:6]([OH:8])[cH:7]1>>[OH:1][c:2]1[c:3]([C:9](=[O:10])[c:11]2[cH:12][cH:13][cH:14][cH:15][cH:16]2)[cH:4][cH:5][c:6]([O:8][CH3:17])[cH:7]1. Product: COc1ccc(C(=O)c2ccccc2)c(O)c1. Starting materials: O=C([O-])[O-], CC#N, [Cs+], [Cs+], CI, O=C(c1ccccc1)c1ccc(O)cc1O. Reactants: C(C)(C)(C)OC(=O)N[C@@]1([C@H](C1)C1=CC=CC=C1)C(=O)O ((1S,2R)-1-[(tert-butoxycarbonyl)amino]-2-phenylcyclopropanecarboxylic acid), FC(C(=O)O)(F)F (trifluoroacetic acid). Solvent: C(C)O (ethanol). The product is FC(C(=O)O)(F)F.N[C@@]1([C@H](C1)C1=CC=CC=C1)C(=O)OCC (ethyl (1S,2R)-1-amino-2-phenylcyclopropanecarboxylate trifluoroacetate). RXN SMILES: C(OC([NH:8][C@@:9]1([C:18]([OH:20])=[O:19])[CH2:11][C@@H:10]1[C:12]1[CH:17]=[CH:16][CH:15]=[CH:14][CH:13]=1)=O)(C)(C)C.[F:21][C:22]([F:27])([F:26])[C:23]([OH:25])=[O:24]>C(O)C>[F:21][C:22]([F:27])([F:26])[C:23]([OH:25])=[O:24].[NH2:8][C@@:9]1([C:18]([O:20][CH2:22][CH3:23])=[O:19])[CH2:11][C@@H:10]1[C:12]1[CH:13]=[CH:14][CH:15]=[CH:16][CH:17]=1 |f:3.4|. Procedure details: The title compound was prepared by standard methods, by esterifying commercially available (1S,2R)-1-[(tert-butoxycarbonyl)amino]-2-phenylcyclopropanecarboxylic acid with ethanol and subsequent Boc detachment with trifluoroacetic acid. The reactants are ClCCl, COC(C)(C)C, [Cl-], [Cl-], [Cl-], [Cl-], Oc1cccc(F)c1, [Zr+4]. Product: CC(C)(C)c1ccc(O)cc1F. As a reaction SMILES: [CH2:15]([Cl:16])[Cl:17].[CH3:1][O:2][C:3]([CH3:4])([CH3:5])[CH3:6].[Cl-:18].[Cl-:19].[Cl-:20].[Cl-:21].[F:7][c:8]1[cH:9][c:10]([OH:14])[cH:11][cH:12][cH:13]1.[Zr+4:22]>>[C:3]([CH3:4])([CH3:5])([CH3:6])[c:13]1[c:8]([F:7])[cH:9][c:10]([OH:14])[cH:11][cH:12]1.